This data is from the Open Reaction Database (ORD), a public repository of structured organic reaction records. The task is: describe an organic reaction: reactants, conditions, products, and yield Reactants: C(C)OC(CCCCCC[C@H]1[C@@H](CCC1=CCC(CCCCC)(C)O)O)=O (9β,15-dihydroxy-15-methyl-12-prostenoic acid ethyl ester), [Na+].[Cl-] (NaCl), COCCOC (1,2-dimethoxyethane), [OH-].[K+] (KOH). Run in C(C)OCC (diethyl ether), O (water). Yields the product O[C@H]1[C@H](CCCCCCC(=O)O)C(CC1)=CCC(CCCCC)(C)O (9β,15-dihydroxy-15-methyl-12-prostenoic acid). Reaction SMILES: C([O:3][C:4](=[O:27])[CH2:5][CH2:6][CH2:7][CH2:8][CH2:9][CH2:10][C@@H:11]1[C:15](=[CH:16][CH2:17][C:18]([OH:25])([CH3:24])[CH2:19][CH2:20][CH2:21][CH2:22][CH3:23])[CH2:14][CH2:13][C@H:12]1[OH:26])C.COCCOC.[OH-].[K+].[Na+].[Cl-]>C(OCC)C.O>[OH:26][C@@H:12]1[CH2:13][CH2:14][C:15](=[CH:16][CH2:17][C:18]([OH:25])([CH3:24])[CH2:19][CH2:20][CH2:21][CH2:22][CH3:23])[C@H:11]1[CH2:10][CH2:9][CH2:8][CH2:7][CH2:6][CH2:5][C:4]([OH:27])=[O:3] |f:2.3,4.5|. Procedure: A mixture of 250 mg. 9β,15-dihydroxy-15-methyl-12-prostenoic acid ethyl ester (as mixture of the two 15-epimers), 20 ml. 1,2-dimethoxyethane, 0.3 g. KOH and 5 ml. water is stirred for 12 hours at room temperature, diluted with 40 ml. diethyl ether and saturated with NaCl. The organic phase is separated, washed twice with 15 ml. amounts of H2O and dried over MgSO4. Solvent is removed to obtain, as oily residue, 9β,15-dihydroxy-15-methyl-12-prostenoic acid as mixture of the 15-epimers.